From a dataset of the Open Reaction Database (ORD), a public repository of structured organic reaction records. describe an organic reaction: reactants, conditions, products, and yield Starting materials: C(C1=CC=CC=C1)N1C(C=2C(C=C1)=C(N(N2)C2=C(C=C(C=C2)Cl)Cl)C2=CC=C(C=C2)Cl)=O (6-benzyl-3-(4-chlorophenyl)-2-(2,4-dichlorophenyl)-2,6-dihydropyrazolo[3,4-c]pyridin-7-one), O=P(Cl)(Cl)Cl (POCl3). The product is ClC1=NC=CC=2C1=NN(C2C2=CC=C(C=C2)Cl)C2=C(C=C(C=C2)Cl)Cl (7-Chloro-3-(4-chlorophenyl)-2-(2,4-dichlorophenyl)-2H-pyrazolo[3,4-c]pyridine). The yield is 58.0%. RXN SMILES: C([N:8]1[CH:13]=[CH:12][C:11]2=[C:14]([C:25]3[CH:30]=[CH:29][C:28]([Cl:31])=[CH:27][CH:26]=3)[N:15]([C:17]3[CH:22]=[CH:21][C:20]([Cl:23])=[CH:19][C:18]=3[Cl:24])[N:16]=[C:10]2[C:9]1=O)C1C=CC=CC=1.O=P(Cl)(Cl)[Cl:35]>>[Cl:35][C:9]1[C:10]2=[N:16][N:15]([C:17]3[CH:22]=[CH:21][C:20]([Cl:23])=[CH:19][C:18]=3[Cl:24])[C:14]([C:25]3[CH:30]=[CH:29][C:28]([Cl:31])=[CH:27][CH:26]=3)=[C:11]2[CH:12]=[CH:13][N:8]=1. Reported procedure: A stirred suspension of 6-benzyl-3-(4-chlorophenyl)-2-(2,4-dichlorophenyl)-2,6-dihydropyrazolo[3,4-c]pyridin-7-one (I-1A-1b; 153 mg, 0.32 mmol) in POCl3 (3.5 ml) was heated to reflux for 48 hr. After the reaction was cooled and concentrated, in vacuo, an ethyl acetate solution of the residue was washed with saturated aqueous NaHCO3 and then brine. The solution was dried (Na2SO4), concentrated, in vacuo, and then purified on a Biotage™ Flash 12M column using 0-15-30% ethyl acetate in hexanes to a... Starting materials: CCN=C=NCCCN(C)C, C=COCCON, CCN(C(C)C)C(C)C, O=C(O)c1cc(F)c2cncn2c1Nc1ccc(I)cc1F, CN(C)C=O, On1nnc2ccccc21. Product: C=COCCONC(=O)c1cc(F)c2cncn2c1Nc1ccc(I)cc1F. Reaction SMILES: [CH3:30][CH2:31][N:32]=[C:33]=[N:34][CH2:35][CH2:36][CH2:37][N:38]([CH3:39])[CH3:40].[CH:23](=[CH2:24])[O:25][CH2:26][CH2:27][O:28][NH2:29].[CH:51]([N:52]([CH2:53][CH3:54])[CH:55]([CH3:56])[CH3:57])([CH3:58])[CH3:59].[F:1][c:2]1[c:3]2[n:4]([c:5]([NH:11][c:12]3[c:13]([F:19])[cH:14][c:15]([I:18])[cH:16][cH:17]3)[c:6]([C:8](=[O:9])[OH:10])[cH:7]1)[cH:20][n:21][cH:22]2.[O:60]=[CH:61][N:62]([CH3:63])[CH3:64].[OH:41][n:42]1[c:43]2[c:44]([cH:45][cH:46][cH:47][cH:48]2)[n:49][n:50]1>>[F:1][c:2]1[c:3]2[n:4]([c:5]([NH:11][c:12]3[c:13]([F:19])[cH:14][c:15]([I:18])[cH:16][cH:17]3)[c:6]([C:8](=[O:9])[NH:29][O:28][CH2:27][CH2:26][O:25][CH:23]=[CH2:24])[cH:7]1)[cH:20][n:21][cH:22]2. Starting materials: BrC=1C=C(C=CC1)[Li] (3-bromophenyllithium), [N].N1=CC=CC=C1 (pyridine nitrogen), ClC1=CC=NC=C1 (4-chloropyridine), C1(=CC=CC=C1)OC(=O)Cl (chloroformic acid phenyl ester). The product is ClC1=CC(=NC=C1)C1=CC(=CC=C1)Br (4-chloro-2-(3-bromophenyl)-pyridine). As a reaction SMILES: [Br:1][C:2]1[CH:3]=[C:4]([Li])[CH:5]=[CH:6][CH:7]=1.[Cl:9][C:10]1[CH:15]=[CH:14][N:13]=[CH:12][CH:11]=1.C1(OC(Cl)=O)C=CC=CC=1.[N].N1C=CC=CC=1>>[Cl:9][C:10]1[CH:15]=[CH:14][N:13]=[C:12]([C:4]2[CH:5]=[CH:6][CH:7]=[C:2]([Br:1])[CH:3]=2)[CH:11]=1 |f:3.4|. Procedure: Starting from 3-bromophenyllithium, 4-chloropyridine and chloroformic acid phenyl ester (for the acylation of the pyridine nitrogen), the title compound is prepared analogously to J. Org. Chem. 50, 4410 (1985). A corresponding 1-acyl-1,2-dihydropyridine is formed as intermediate and is aromatised by reaction with o-chloroanil (=3,4,5,6-tetrachloro-1,2-benzoquinone) to form the title compound. Starting materials: CO, CC(C)c1ccccc1. The product is Cc1ccccc1C(C)C. Reaction SMILES: [CH3:10][OH:11].[CH:1]([CH3:2])([CH3:3])[c:4]1[cH:5][cH:6][cH:7][cH:8][cH:9]1>>[CH:1]([CH3:2])([CH3:3])[c:4]1[c:5]([CH3:10])[cH:6][cH:7][cH:8][cH:9]1. Starting materials: CC(Nc1cncc(Cl)n1)c1ccc(Br)cc1, c1ccc2[nH]cnc2c1. The product is CC(Nc1cncc(-n2cnc3ccccc32)n1)c1ccc(Br)cc1. RXN SMILES: [Br:1][c:2]1[cH:3][cH:4][c:5]([CH:8]([CH3:9])[NH:10][c:11]2[n:12][c:13]([Cl:17])[cH:14][n:15][cH:16]2)[cH:6][cH:7]1.[n:18]1[cH:19][nH:20][c:21]2[c:22]1[cH:23][cH:24][cH:25][cH:26]2>>[Br:1][c:2]1[cH:3][cH:4][c:5]([CH:8]([CH3:9])[NH:10][c:11]2[n:12][c:13](-[n:18]3[cH:19][n:20][c:21]4[c:22]3[cH:23][cH:24][cH:25][cH:26]4)[cH:14][n:15][cH:16]2)[cH:6][cH:7]1. Reactants: n-butylaldehyde, C(C)OC(=O)C1=C(N=C2N1CCCC2)N (2-amino-5,6,7,8-tetrahydro-imidazo[1,2-a]-pyridine-3-carboxylic-acid ethyl ester), ClCCCl (DCE), C(C)(=O)O[BH-](OC(C)=O)OC(C)=O.[Na+] (Sodium triacetoxyborohydride). The solvent is C(Cl)Cl (DCM). Conditions: time 4 hour. Yields the product C(C)OC(=O)C1=C(N=C2N1CCCC2)NCCCC (2-butylamino-5,6,7,8-tetrahydro-imidazo[1,2-a]pyridine-3-carboxylic acid ethyl ester). Yield: 65.0%. As a reaction SMILES: [CH2:1]([O:3][C:4]([C:6]1[N:10]2[CH2:11][CH2:12][CH2:13][CH2:14][C:9]2=[N:8][C:7]=1[NH2:15])=[O:5])[CH3:2].C(O[BH-](O[C:26](=O)[CH3:27])OC(=O)C)(=O)C.[Na+].Cl[CH2:31][CH2:32]Cl>C(Cl)Cl>[CH2:1]([O:3][C:4]([C:6]1[N:10]2[CH2:11][CH2:12][CH2:13][CH2:14][C:9]2=[N:8][C:7]=1[NH:15][CH2:31][CH2:32][CH2:26][CH3:27])=[O:5])[CH3:2] |f:1.2|. Procedure details: Compound E was dissolved in DCE (150 mL) and n-butylaldehyde (49.7 mmol, 4.4 mL, 1.5 eq.) was added thereto. Sodium triacetoxyborohydride (11.93 g, 56.3 mmol, 1.7 eq.) was then gradually added and the reaction mixture was stirred for four hours at room temperature. The reaction mixture was diluted with DCM (500 ml) and washed with saturated aqueous NaHCO3 solution (500 mL). The aqueous phases were extracted with DCM (100 mL) and the combined organic phases were washed with saturated aqueous NaCl... The reactants are S (H2S), C1=CC=CC=2C(C3=CC=CC=C3C(C12)=O)=O (anthraquinone), [S] (sulfur). Solvent: O (water), O (water), O (water), O (water), O (water), O (water), O (water), O (water), O (water). Product: S (hydrogen sulfide), C1=CC=CC=2C(C3=CC=CC=C3C(C12)=O)=O (anthraquinone), [S] (sulfur), C1=CC=C2C(=C1)C(=C3C=CC=CC3=C2O)O (anthrahydroquinone). As a reaction SMILES: [SH2:1].[CH:2]1[C:15]2[C:14](=[O:16])[C:13]3[C:8](=[CH:9][CH:10]=[CH:11][CH:12]=3)[C:7](=[O:17])[C:6]=2[CH:5]=[CH:4][CH:3]=1.[S:18]>O>[SH2:1].[CH:9]1[C:8]2[C:7](=[O:17])[C:6]3[C:15](=[CH:2][CH:3]=[CH:4][CH:5]=3)[C:14](=[O:16])[C:13]=2[CH:12]=[CH:11][CH:10]=1.[S:18].[CH:11]1[CH:12]=[C:13]2[C:14]([OH:16])=[C:15]3[C:6](=[C:7]([OH:17])[C:8]2=[CH:9][CH:10]=1)[CH:5]=[CH:4][CH:3]=[CH:2]3 |^3:17,36|. Procedure details: In accordance with the present invention, a small quantity of water is added and dissolved into the reaction solution prior to or in the H2S reactor. As utilized throughout this specification, the term "water" encompasses fresh water, tap water, deionized water, water free of acidic components, etc. The amount of water added to the reaction solution is from about 0.5 to about 5.0 moles of water to moles of anthraquinone, more preferably from about 0.75 to about 2.0, and most preferably from abou... Reactants: ClC1=C2C(C(NC2=CC=C1)=O)=O (4-chloroisatin), O.NN (hydrazine hydrate). The solvent is C(C)O (ethanol). Product: ClC1=C2C(C(NC2=CC=C1)=O)=NN (4-chloro-3-hydrazono-2-oxindole). As a reaction SMILES: [Cl:1][C:2]1[CH:10]=[CH:9][CH:8]=[C:7]2[C:3]=1[C:4](=O)[C:5](=[O:11])[NH:6]2.O.[NH2:14][NH2:15]>C(O)C>[Cl:1][C:2]1[CH:10]=[CH:9][CH:8]=[C:7]2[C:3]=1[C:4](=[N:14][NH2:15])[C:5](=[O:11])[NH:6]2 |f:1.2|. Procedure: To a stirred slurry of 43.3 g of 4-chloroisatin in 350 ml of ethanol was added 17.3 ml of hydrazine hydrate, and then the reaction mixture was cooled, and the precipitate was recovered by filtration to give 43.5 g of 4-chloro-3-hydrazono-2-oxindole, m.p. 235°-236° C. The reactants are ClC1=C(C(=CC=C1C)Cl)NC1=C(C=O)C=CC=C1 (2-[(2,6-dichloro-3-methylphenyl)amino]benzaldehyde), C[Mg]Br (methylmagnesium bromide). The product is ClC1=C(C(=CC=C1C)Cl)NC1=C(C=CC=C1)C(C)O (1-{2-[(2,6-dichloro-3-methylphenyl)amino]phenyl}ethanol). RXN SMILES: [Cl:1][C:2]1[C:7]([CH3:8])=[CH:6][CH:5]=[C:4]([Cl:9])[C:3]=1[NH:10][C:11]1[CH:18]=[CH:17][CH:16]=[CH:15][C:12]=1[CH:13]=[O:14].[CH3:19][Mg]Br>>[Cl:1][C:2]1[C:7]([CH3:8])=[CH:6][CH:5]=[C:4]([Cl:9])[C:3]=1[NH:10][C:11]1[CH:18]=[CH:17][CH:16]=[CH:15][C:12]=1[CH:13]([OH:14])[CH3:19]. Reported procedure: The desired compound is prepared by reaction of 2-[(2,6-dichloro-3-methylphenyl)amino]benzaldehyde, prepared as in step 1, with methylmagnesium bromide.